Dataset: the Open Reaction Database (ORD), a public repository of structured organic reaction records. Task: describe an organic reaction: reactants, conditions, products, and yield The reactants are C1N2CN3CN1CN(C2)C3 (hexamine), Cl (HCl), ClC=1C=C2C(N3C(C2=CC1)=NC(=N3)C)(N)C3=CC=CC=C3 (7-chloro-2-methyl-5-phenyl-5H-[1,2,4]triazolo[5,1-a]-isoindol-5-amine), C1N2CN3CN1CN(C2)C3 (hexamethylenetetramine), Cl (HCl). The solvent is COCCOC (DME). Conditions: time 8 hour. The product is ClC=1C=CC2=C(C(=NCN3C2=NC(=N3)C)C3=CC=CC=C3)C1 (9-chloro-2-methyl-7-phenyl-5H[1,2,4]triazolo-[5,1-a] [2,4]benzodiazepine). Isolated yield 40.5%. Reaction SMILES: [Cl:1][C:2]1[CH:3]=[C:4]2[C:8](=[CH:9][CH:10]=1)[C:7]1=[N:11][C:12]([CH3:14])=[N:13][N:6]1[C:5]2([C:16]1[CH:21]=[CH:20][CH:19]=[CH:18][CH:17]=1)[NH2:15].[CH2:22]1N2CN3CN(C2)CN1C3.Cl>COCCOC>[Cl:1][C:2]1[CH:10]=[CH:9][C:8]2[C:7]3=[N:11][C:12]([CH3:14])=[N:13][N:6]3[CH2:22][N:15]=[C:5]([C:16]3[CH:21]=[CH:20][CH:19]=[CH:18][CH:17]=3)[C:4]=2[CH:3]=1. Procedure: To a stirring solution of 3.1 g (10.4 mmol) of 7-chloro-2-methyl-5-phenyl-5H-[1,2,4]triazolo[5,1-a]-isoindol-5-amine and 3.1 g (22 mmol) of hexamethylenetetramine (hexamine) in 75 ml of DME is added 1.5 ml of 4 N HCl (dioxane). A precipitate forms immediately and the two phase mixture is refluxed. After 5 hours another 1.0 g of hexamine is added and reflux is continued overnight. An additional 1.5 ml of the HCl solution is added after 12 hours and again after an additional 24 hours. After anothe...